From a dataset of the Open Reaction Database (ORD), a public repository of structured organic reaction records. describe an organic reaction: reactants, conditions, products, and yield The reactants are [Si](C)(C)(C(C)(C)C)OC[C@@H](CCN1C=CC2=CC=C(C=C12)[N+](=O)[O-])N1C=NC(=C1)C(=O)N (1-[(R)-1-(tert-butyldimethylsilyloxy)-4-(6-nitroindol-1-yl)-2-butyl]imidazole-4-carboxamide), [Cl-].[NH4+] (ammonium chloride). The reagents and catalysts are [Fe] (iron). The solvent is C(C)O (ethanol), O (water). Run at temperature 90 celsius, time 40 minute. Product: NC1=CC=C2C=CN(C2=C1)CC[C@H](CO[Si](C)(C)C(C)(C)C)N1C=NC(=C1)C(=O)N (1-[(R)-4-(6-aminoindol-1-yl)-1-(tert-butyldimethylsilyloxy)-2-butyl]imidazole-4-carboxamide). The yield is 94.7%. Reaction SMILES: [Si:1]([O:8][CH2:9][C@H:10]([N:25]1[CH:29]=[C:28]([C:30]([NH2:32])=[O:31])[N:27]=[CH:26]1)[CH2:11][CH2:12][N:13]1[C:21]2[C:16](=[CH:17][CH:18]=[C:19]([N+:22]([O-])=O)[CH:20]=2)[CH:15]=[CH:14]1)([C:4]([CH3:7])([CH3:6])[CH3:5])([CH3:3])[CH3:2].[Cl-].[NH4+]>C(O)C.O.[Fe]>[NH2:22][C:19]1[CH:20]=[C:21]2[C:16]([CH:15]=[CH:14][N:13]2[CH2:12][CH2:11][C@@H:10]([N:25]2[CH:29]=[C:28]([C:30]([NH2:32])=[O:31])[N:27]=[CH:26]2)[CH2:9][O:8][Si:1]([C:4]([CH3:7])([CH3:6])[CH3:5])([CH3:3])[CH3:2])=[CH:17][CH:18]=1 |f:1.2|. Procedure details: To a mechanically stirred mixture of 1-[(R)-1-(tert-butyldimethylsilyloxy)-4-(6-nitroindol-1-yl)-2-butyl]imidazole-4-carboxamide (450 mg, 0.98 mmol) and ammonium chloride (45 mg) in ethanol (10 ml) and water (5 ml) was added portionwise iron powder (450 mg) at 90° C. The resulting mixture was stirred for 40 minutes at 90° C. After cooling, the insoluble material was filtered through Celite and washed with ethanol and ethyl acetate. The filtrate and the washing were combined and concentrated in v...